This data is from the Open Reaction Database (ORD), a public repository of structured organic reaction records. The task is: describe an organic reaction: reactants, conditions, products, and yield Starting materials: C1(=CC(=CC=C1)C)C (Metaxylene), C(C=C)(=O)Cl (acryloyl chloride), [Cl-].[Al+3].[Cl-].[Cl-] (aluminium chloride). Solvent: ClCCl (dichloromethane). Yields the product CC1=C(C=CC(=C1)C)C(C=C)=O (2,4-dimethyl-1-acryloylbenzene). Yield: 16.0%. As a reaction SMILES: [C:1]1([CH3:8])[CH:6]=[CH:5][CH:4]=[C:3]([CH3:7])[CH:2]=1.[C:9](Cl)(=[O:12])[CH:10]=[CH2:11].[Cl-].[Al+3].[Cl-].[Cl-]>ClCCl>[CH3:8][C:1]1[CH:2]=[C:3]([CH3:7])[CH:4]=[CH:5][C:6]=1[C:9](=[O:12])[CH:10]=[CH2:11] |f:2.3.4.5|. Reported procedure: Metaxylene (128 mg), acryloyl chloride (154 mg), and aluminium chloride (160 mg) were reacted in dichloromethane (1.5 mL) at from 0° C. to room temperature for 4 hours. The resultant was treated in the same manner as described in Example 1 to obtain the title compound (31 mg). Starting materials: CC(NC(=O)OCc1ccccc1)C(=O)O, CCOC(=O)CNCc1ccccc1, ClCCl, C(=NC1CCCCC1)=NC1CCCCC1. The product is CCOC(=O)CN(Cc1ccccc1)C(=O)C(C)NC(=O)OCc1ccccc1. As a reaction SMILES: [C:15](=[O:16])([O:17][CH2:18][c:19]1[cH:20][cH:21][cH:22][cH:23][cH:24]1)[NH:25][CH:26]([CH3:27])[C:28](=[O:29])[OH:30].[CH2:1]([c:2]1[cH:3][cH:4][cH:5][cH:6][cH:7]1)[NH:8][CH2:9][C:10](=[O:11])[O:12][CH2:13][CH3:14].[CH2:46]([Cl:47])[Cl:48].[CH:31]1([N:32]=[C:33]=[N:34][CH:35]2[CH2:36][CH2:37][CH2:38][CH2:39][CH2:40]2)[CH2:41][CH2:42][CH2:43][CH2:44][CH2:45]1>>[CH2:1]([c:2]1[cH:3][cH:4][cH:5][cH:6][cH:7]1)[N:8]([CH2:9][C:10](=[O:11])[O:12][CH2:13][CH3:14])[C:28]([CH:26]([NH:25][C:15](=[O:16])[O:17][CH2:18][c:19]1[cH:20][cH:21][cH:22][cH:23][cH:24]1)[CH3:27])=[O:29]. The reactants are ClC(=S)OC1=CC=CC=C1 (phenyl chlorothioformate), OCC=1N=CN(N1)CCCOC1=C(C=C(C=C1C)C=1N=NN(N1)C)C (5-hydroxymethyl-2-[3-[4-(2-methyl-tetrazol-5-yl)-2,6-dimethyl-phenoxy]-propyl]-1,2,4-triazole), ClC(=S)OC1=CC=CC=C1 (phenyl chlorothioformate). The reagents and catalysts are CN(C)C=1C=CN=CC1 (DMAP). The solvent is C(C)#N (acetonitrile). Run at temperature 20 celsius, time 7 hour. Yields the product O(C1=CC=CC=C1)C(=S)OCC=1N=CN(N1)CCCOC1=C(C=C(C=C1C)C=1N=NN(N1)C)C (5-phenoxythiocarbonyloxymethyl-2-[3-[4-(2-methyl-tetrazol-5-yl)-2,6-dimethylphenoxy]-propyl]-1,2,4-triazole). RXN SMILES: [OH:1][CH2:2][C:3]1[N:4]=[CH:5][N:6]([CH2:8][CH2:9][CH2:10][O:11][C:12]2[C:17]([CH3:18])=[CH:16][C:15]([C:19]3[N:20]=[N:21][N:22]([CH3:24])[N:23]=3)=[CH:14][C:13]=2[CH3:25])[N:7]=1.Cl[C:27]([O:29][C:30]1[CH:35]=[CH:34][CH:33]=[CH:32][CH:31]=1)=[S:28]>C(#N)C.CN(C1C=CN=CC=1)C>[O:29]([C:27]([O:1][CH2:2][C:3]1[N:4]=[CH:5][N:6]([CH2:8][CH2:9][CH2:10][O:11][C:12]2[C:13]([CH3:25])=[CH:14][C:15]([C:19]3[N:20]=[N:21][N:22]([CH3:24])[N:23]=3)=[CH:16][C:17]=2[CH3:18])[N:7]=1)=[S:28])[C:30]1[CH:35]=[CH:34][CH:33]=[CH:32][CH:31]=1. Reported procedure: To a mixture of 5-hydroxymethyl-2-[3-[4-(2-methyl-tetrazol-5-yl)-2,6-dimethyl-phenoxy]-propyl]-1,2,4-triazole (343 mg, 1 mmol) in 15 ml of acetonitrile was added DMAP (244 mg, 2 mmol) and phenyl chlorothioformate (381 mg, 2.2 mmol). The mixture was stirred at 20° C. for 7 h, an additional phenyl chlorothioformate (1 equiv) was added, and the mixture was stirred for 15 h. The solvent was removed in vacuo and 5-phenoxythiocarbonyloxymethyl-2-[3-[4-(2-methyl-tetrazol-5-yl)-2,6-dimethylphenoxy]-prop... The reactants are [H-].[Na+] (sodium hydride), ClC1=CC=C2C=C(NC2=C1)C(=O)OCC (ethyl 6-chloro-1H-indole-2-carboxylate), C(C)O (ethanol), IC (iodomethane). The solvent is CN(C=O)C (N,N-dimethylformamide). Reaction conditions: time 4 hour. The product is ClC1=CC=C2C=C(N(C2=C1)C)C(=O)OCC (Ethyl 6-chloro-1-methyl-1H-indole-2-carboxylate). RXN SMILES: [H-].[Na+].[Cl:3][C:4]1[CH:12]=[C:11]2[C:7]([CH:8]=[C:9]([C:13]([O:15][CH2:16][CH3:17])=[O:14])[NH:10]2)=[CH:6][CH:5]=1.IC.[CH2:20](O)C>CN(C)C=O>[Cl:3][C:4]1[CH:12]=[C:11]2[C:7]([CH:8]=[C:9]([C:13]([O:15][CH2:16][CH3:17])=[O:14])[N:10]2[CH3:20])=[CH:6][CH:5]=1 |f:0.1|. Procedure: A suspension of 1.8 g (45 mmol) of 60% sodium hydride (washed beforehand with petroleum ether) and of 8.0 g (35.8 mmol) of ethyl 6-chloro-1H-indole-2-carboxylate in 80 ml of N,N-dimethylformamide is stirred for 2 h at room temperature, 2.8 ml (45 mmol) of iodomethane are subsequently added and the mixture is stirred at room temperature for 4 h. 5 ml of absolute ethanol are added and the solvent is evaporated under reduced pressure. The residue is taken up in water and the mixture is extracted wi... Reactants: [BH4-].[Na+] (Sodium borohydride), ClC1=C(C=O)C=CC=C1C(F)(F)F (2-chloro-3-(trifluoromethyl)benzaldehyde), aqueous solution, S(=O)(=O)(O)[O-].[Na+] (sodium hydrogensulphate). Run in C(Cl)Cl (DCM), O (water), C(Cl)Cl (DCM), CC(C)O (2-propanol). Reaction conditions: time 16 hour. The product is ClC1=C(C=CC=C1C(F)(F)F)CO ((2-chloro-3-(trifluoromethyl)phenyl)methanol). Yield: 92.9%. Reaction SMILES: [BH4-].[Na+].[Cl:3][C:4]1[C:11]([C:12]([F:15])([F:14])[F:13])=[CH:10][CH:9]=[CH:8][C:5]=1[CH:6]=[O:7].S([O-])(O)(=O)=O.[Na+]>C(Cl)Cl.CC(O)C.O>[Cl:3][C:4]1[C:11]([C:12]([F:14])([F:15])[F:13])=[CH:10][CH:9]=[CH:8][C:5]=1[CH2:6][OH:7] |f:0.1,3.4|. Procedure: Sodium borohydride (2.54 g, 67.1 mmol) was added to a solution of 2-chloro-3-(trifluoromethyl)benzaldehyde (purchased at Interchim, cat. # 21117, 10.0 g, 47.9 mmol) in a mixture of DCM (40 ml) and 2-propanol (20 ml), while the mixture was cooled with a water bath. The reaction mixture was stirred for 16 hours at room temperature. At 0° C., a 10% aqueous solution of sodium hydrogensulphate (20 ml) was added dropwise. The reaction mixture was diluted with DCM (100 ml) and water (100 ml). The phase... The reactants are N(N)C1=CC(N(C(N1CC1=CC=C(C=C1)OC)=O)C)=O (6-hydrazinyl-1-(4-methoxybenzyl)-3-methylpyrimidine-2,4(1H,3H)-dione), O=P(Cl)(Cl)Cl (POCl3), CN(C)C=O (DMF). Run at time 8 hour. The product is COC1=CC=C(CN2C(N(C(C3=C2NN=C3)=O)C)=O)C=C1 (7-(4-methoxybenzyl)-5-methyl-1H-pyrazolo[3,4-d]pyrimidine-4,6(5H,7H)-dione). The yield is 90.0%. As a reaction SMILES: [NH:1]([C:3]1[N:8]([CH2:9][C:10]2[CH:15]=[CH:14][C:13]([O:16][CH3:17])=[CH:12][CH:11]=2)[C:7](=[O:18])[N:6]([CH3:19])[C:5](=[O:20])[CH:4]=1)[NH2:2].O=P(Cl)(Cl)Cl.[CH3:26]N(C=O)C>>[CH3:17][O:16][C:13]1[CH:14]=[CH:15][C:10]([CH2:9][N:8]2[C:3]3[NH:1][N:2]=[CH:26][C:4]=3[C:5](=[O:20])[N:6]([CH3:19])[C:7]2=[O:18])=[CH:11][CH:12]=1. Procedure: To a solution of 6-hydrazinyl-1-(4-methoxybenzyl)-3-methylpyrimidine-2,4(1H,3H)-dione (4.0 g, 14.5 mmol) in anhydrous DMF (200 mL) is added POCl3 (16 mL) dropwise with IPA-dry ice bath cooling. After the completion of the addition, the mixture is allowed to warm up to room temperature and stirred at r.t. overnight. DMF is removed under reduced pressure, and the residue is treated with cold water very carefully. The generated precipitate is filtered, washed with water to give pure product as whit... The reactants are CCN=C=NCCCN(C)C.Cl (EDCl), N(C(C)(C)C(=O)O)C(=O)OC(C)(C)C (Boc-Aib-OH), N[C@@H](CC(C)C)C(=O)NC1=CC=CC=C1 (H-Leu-NHPh). The solvent is C1CCOC1 (THF). Run at time 17 hour. Product: N(C(C)(C)C(=O)N[C@@H](CC(C)C)C(=O)NC1=CC=CC=C1)C(=O)OC(C)(C)C (Boc-Aib-Leu-NHPh). The yield is 63.1%. Reaction SMILES: CCN=C=NCCCN(C)C.Cl.[NH:13]([C:20]([O:22][C:23]([CH3:26])([CH3:25])[CH3:24])=[O:21])[C:14]([C:17]([OH:19])=O)([CH3:16])[CH3:15].[NH2:27][C@H:28]([C:33]([NH:35][C:36]1[CH:41]=[CH:40][CH:39]=[CH:38][CH:37]=1)=[O:34])[CH2:29][CH:30]([CH3:32])[CH3:31]>C1COCC1>[NH:13]([C:20]([O:22][C:23]([CH3:26])([CH3:25])[CH3:24])=[O:21])[C:14]([C:17]([NH:27][C@H:28]([C:33]([NH:35][C:36]1[CH:41]=[CH:40][CH:39]=[CH:38][CH:37]=1)=[O:34])[CH2:29][CH:30]([CH3:32])[CH3:31])=[O:19])([CH3:15])[CH3:16] |f:0.1|. Reported procedure: 3.76 g (19.6 mmol) of EDCl was added to 40 ml of THF solution of 1.99 g (9.79 mmol) of Boc-Aib-OH (manufactured by Sigma-Aldrich Corporation), and 2.03 g (9.79 mmol) of H-Leu-NHPh obtained in Synthesis Example 2-2, followed by stirring for 17 hours at room temperature. After a reaction mixture was concentrated under reduced pressure, the concentrate was extracted by adding water and ethyl acetate. After an organic layer was washed sequentially with a diluted hydrochloric acid, an aqueous solutio...